This data is from the Open Reaction Database (ORD), a public repository of structured organic reaction records. The task is: describe an organic reaction: reactants, conditions, products, and yield The reactants are CC(C)=O, CC(C)c1nn2c(Cl)ccc2c(-c2ccc(F)cc2)c1C=O, [Na+], [OH-]. Product: CC(=O)C=Cc1c(C(C)C)nn2c(Cl)ccc2c1-c1ccc(F)cc1. RXN SMILES: [CH3:25][C:26]([CH3:27])=[O:28].[Cl:1][c:2]1[cH:3][cH:4][c:5]2[n:6]1[n:7][c:8]([CH:20]([CH3:21])[CH3:22])[c:9]([CH:18]=[O:19])[c:10]2-[c:11]1[cH:12][cH:13][c:14]([F:17])[cH:15][cH:16]1.[Na+:24].[OH-:23]>>[Cl:1][c:2]1[cH:3][cH:4][c:5]2[n:6]1[n:7][c:8]([CH:20]([CH3:21])[CH3:22])[c:9]([CH:18]=[CH:25][C:26]([CH3:27])=[O:28])[c:10]2-[c:11]1[cH:12][cH:13][c:14]([F:17])[cH:15][cH:16]1. Starting materials: C(C)(=O)O (acetic acid), C1(CCCCC1)=O (cyclohexanone), C(#N)[BH3-].[Na+] (sodium cyanoborohydride), NCCCCNS(=O)(=O)C1=CC=C(C=C1)CN(CC=1N(C=CN1)C)CC=1NC=CN1 (N-(4-amino-butyl)-4-{[(1H-imidazol-2-ylmethyl)-(1-methyl-1H-imidazol-2-ylmethyl)-amino]-methyl}-benzenesulfonamide). Solvent: CO (methanol). Reaction conditions: time 16.5 hour. Product: C1(CCCCC1)NCCCCNS(=O)(=O)C1=CC=C(C=C1)CN(CC=1N(C=CN1)C)CC=1NC=CN1 (N-(4-cyclohexylamino-butyl)-4-{[(1H-imidazol-2-ylmethyl)-(1-methyl-1H-imidazol-2-ylmethyl)-amino]-methyl}-benzenesulfonamide). RXN SMILES: [NH2:1][CH2:2][CH2:3][CH2:4][CH2:5][NH:6][S:7]([C:10]1[CH:15]=[CH:14][C:13]([CH2:16][N:17]([CH2:25][C:26]2[NH:27][CH:28]=[CH:29][N:30]=2)[CH2:18][C:19]2[N:20]([CH3:24])[CH:21]=[CH:22][N:23]=2)=[CH:12][CH:11]=1)(=[O:9])=[O:8].[C:31]1(=O)[CH2:36][CH2:35][CH2:34][CH2:33][CH2:32]1.C([BH3-])#N.[Na+].C(O)(=O)C>CO>[CH:31]1([NH:1][CH2:2][CH2:3][CH2:4][CH2:5][NH:6][S:7]([C:10]2[CH:15]=[CH:14][C:13]([CH2:16][N:17]([CH2:25][C:26]3[NH:30][CH:29]=[CH:28][N:27]=3)[CH2:18][C:19]3[N:20]([CH3:24])[CH:21]=[CH:22][N:23]=3)=[CH:12][CH:11]=2)(=[O:8])=[O:9])[CH2:36][CH2:35][CH2:34][CH2:33][CH2:32]1 |f:2.3|. Reported procedure: The compound (173.5 mg) obtained in Example 102-4 was dissolved in anhydrous methanol (7.0 ml). Then, the solution was added with cyclohexanone (0.083 ml) and sodium cyanoborohydride (75.4 mg) and adjusted to pH 5 with acetic acid, followed by stirring at room temperature for 16.5 hours. After the reaction, the solvent was distilled off. Subsequently, the residue was added with a 1 mol/l sodium hydroxide aqueous solution (7.0 ml), followed by extraction with chloroform. The extract was dried wit... The product is C(CCCCC)(=O)NS(=O)(C1=CC=C(C=C1)N)=O (N1 -hexanoylsulfanilamide). Solvent: N1=CC=CC=C1 (pyridine), O (water). Reactants: C(C)(=O)NC1=CC=C(S(=O)(=O)NC(CCCCC)=O)C=C1 (N4 -acetyl-N1 -hexanoylsulfanilamide), C(C)(=O)NC1=CC=C(S(=O)(=O)N)C=C1 (N4 -acetylsulfanilamide), C(CCCCC)(=O)Cl (hexanoyl chloride), Cl (HCl). Procedure: N1 -hexanoylsulfanilamide was prepared as follows. To a mixture of N4 -acetylsulfanilamide (55.0 g) and pyridine (54 mL) at 95° C. was added hexanoyl chloride (28.8 g) over a period of 20 min. After an additional hour the reaction mixture was cooled to room temperature and the reaction was worked up by diluting with 600 mL D.I. water and acidifying with aqueous HCl. The product of this reaction, N4 -acetyl-N1 -hexanoylsulfanilamide, was isolated by filtration and washed with D.I. water (700 mL) ... RXN SMILES: C(NC1C=CC(S(N)(=O)=O)=CC=1)(=O)C.C(Cl)(=O)CCCCC.Cl.C([NH:27][C:28]1[CH:44]=[CH:43][C:31]([S:32]([NH:35][C:36](=[O:42])[CH2:37][CH2:38][CH2:39][CH2:40][CH3:41])(=[O:34])=[O:33])=[CH:30][CH:29]=1)(=O)C>O.N1C=CC=CC=1>[C:36]([NH:35][S:32](=[O:33])([C:31]1[CH:30]=[CH:29][C:28]([NH2:27])=[CH:44][CH:43]=1)=[O:34])(=[O:42])[CH2:37][CH2:38][CH2:39][CH2:40][CH3:41]. Starting materials: C1CCOC1, CCCc1nc(C(=O)OCC)cs1, Cl, [Li+], [OH-], O, O. Product: CCCc1nc(C(=O)O)cs1. Reaction SMILES: [CH2:18]1[O:19][CH2:20][CH2:21][CH2:22]1.[CH2:4]([CH2:5][CH3:6])[c:7]1[s:8][cH:9][c:10]([C:12](=[O:13])[O:14][CH2:15][CH3:16])[n:11]1.[ClH:17].[Li+:3].[OH-:2].[OH2:1].[OH2:23]>>[CH2:4]([CH2:5][CH3:6])[c:7]1[s:8][cH:9][c:10]([C:12](=[O:13])[OH:14])[n:11]1. Starting materials: C(C)(C)(C)OC(=O)N1CCC2(CN(CCO2)CC2=CC=3N=C(N=C(C3S2)N2CCOCC2)Cl)CC1 (4-(2-chloro-4-morpholin-4-yl-thieno[3,2-d]pyrimidin-6-ylmethyl)-1-oxa-4,9-diaza-spiro[5.5]undecane-9-carboxylic acid tert-butyl ester), C(C)(C)(C)OC(=O)N1C2CNCC1CC2 (3,8-diaza-bicyclo[3.2.1]octane-8-carboxylic acid tert-butyl ester). Yields the product C(C)(C)(C)OC(=O)N1C2CN(CC1CC2)CC2=CC=1N=C(N=C(C1S2)N2CCOCC2)Cl (3-(2-Chloro-4-morpholin-4-yl-thieno[3,2-d]pyrimidin-6-ylmethyl)-3,8-diaza-bicyclo[3.2.1]octane-8-carboxylic acid tert-butyl ester), solid. Isolated yield 58.0%. RXN SMILES: C(OC(N1CCC2(O[CH2:15][CH2:14][N:13]([CH2:17][C:18]3[S:26][C:25]4[C:24]([N:27]5[CH2:32][CH2:31][O:30][CH2:29][CH2:28]5)=[N:23][C:22]([Cl:33])=[N:21][C:20]=4[CH:19]=3)[CH2:12]2)CC1)=O)(C)(C)C.[C:36]([O:40][C:41]([N:43]1C2[CH2:49][CH2:50][CH:44]1CNC2)=[O:42])([CH3:39])([CH3:38])[CH3:37]>>[C:36]([O:40][C:41]([N:43]1[CH:44]2[CH2:50][CH2:49][CH:15]1[CH2:14][N:13]([CH2:17][C:18]1[S:26][C:25]3[C:24]([N:27]4[CH2:28][CH2:29][O:30][CH2:31][CH2:32]4)=[N:23][C:22]([Cl:33])=[N:21][C:20]=3[CH:19]=1)[CH2:12]2)=[O:42])([CH3:39])([CH3:38])[CH3:37]. Procedure details: Prepared according to the method used in the preparation of 4-(2-chloro-4-morpholin-4-yl-thieno[3,2-d]pyrimidin-6-ylmethyl)-1-oxa-4,9-diaza-spiro[5.5]undecane-9-carboxylic acid tert-butyl ester using 3,8-diaza-bicyclo[3.2.1]octane-8-carboxylic acid tert-butyl ester in place of 4-ethoxy-4-methylaminomethyl-piperidine-1-carboxylic acid tert-butyl ester. The title compound was obtained as a cream solid (245 mg, 58%). Reactants: C1(=CC=C(C=C1)NC1=C(C(=O)O)C=CC(=C1)C(=O)O)C (2-p-Tolylamino-terephthalic acid), polyphosphoric acid, C(Cl)(Cl)Cl (CHCl3). Run in CO (MeOH), O (H2O), O1CCOCC1 (dioxane). Reaction conditions: temperature 100 celsius. The product is CC1=CC=C2NC=3C=C(C=CC3C(C2=C1)=O)C(=O)O (9,10-Dihydro-7-methyl-9-oxo-3-acridinecarboxylic acid). Isolated yield 107.1%. RXN SMILES: [C:1]1([CH3:20])[CH:6]=[CH:5][C:4]([NH:7][C:8]2[CH:16]=[C:15]([C:17]([OH:19])=[O:18])[CH:14]=[CH:13][C:9]=2[C:10]([OH:12])=O)=[CH:3][CH:2]=1.C(Cl)(Cl)Cl>CO.O.O1CCOCC1>[CH3:20][C:1]1[CH:2]=[C:3]2[C:4]([NH:7][C:8]3[CH:16]=[C:15]([C:17]([OH:19])=[O:18])[CH:14]=[CH:13][C:9]=3[C:10]2=[O:12])=[CH:5][CH:6]=1. Reported procedure: To a round bottom flask equipped with a condenser was added compound 138A (2.0 g), polyphosphoric acid (15 g) and CHCl3 (50 mL), and the mixture was heated to 100° C. for 18 h. LC/MS indicated that the reaction was complete. The reaction mixture was cooled to room temperature, diluted with MeOH (25 mL), and H2O (50 mL) was added. The resulting mixture was filtered through a medium porosity fritted funnel, washed with MeOH:1% Et3N in H2O (1:1, 30 mL) two times, and dried in air to give a yellow p... The reactants are CC(C)(C)OC(=O)NC1CCN(CCC#N)CC1, C1COCCO1, Cl. Product: N#CCCN1CCC(N)CC1. Reaction SMILES: [C:2]([O:3][C:4](=[O:5])[NH:8][CH:9]1[CH2:10][CH2:11][N:12]([CH2:15][CH2:16][C:17]#[N:18])[CH2:13][CH2:14]1)([CH3:6])([CH3:7])[CH3:19].[CH2:20]1[O:21][CH2:22][CH2:23][O:24][CH2:25]1.[ClH:1]>>[NH2:8][CH:9]1[CH2:10][CH2:11][N:12]([CH2:15][CH2:16][C:17]#[N:18])[CH2:13][CH2:14]1.